describe an organic reaction: reactants, conditions, products, and yield From a dataset of the Open Reaction Database (ORD), a public repository of structured organic reaction records. The reactants are CC1=C(OC2=CC=C(C(=O)O)C=C2)C=CC(=C1)NC=1C2=C(N=CN1)C=NC(=C2)N2CCOCC2 (4-[2-Methyl-4-(6-morpholin-4-yl-pyrido[3,4-d]pyrimidin-4-ylamino)-phenoxy]-benzoic acid), C(C)(C)(C)N (tert-butyl amine), C(C)(C)(C)NC(C1=CC(=CC=C1)OC1=C(C=C(C=C1)NC=1C2=C(N=CN1)C=NC(=C2)N2CCCC2)C)=O (N-tert-Butyl-3-[2-methyl-4-(6-pyrrolidin-1-yl-pyrido[3,4-d]pyrimidin-4-ylamino)-phenoxy]-benzamide). Yields the product C(C)(C)(C)NC(C1=CC=C(C=C1)OC1=C(C=C(C=C1)NC=1C2=C(N=CN1)C=NC(=C2)N2CCOCC2)C)=O (N-tert-Butyl-4-[2-methyl-4-(6-morpholin-4-yl-pyrido[3,4-d]pyrimidin-4-ylamino)-phenoxy]-benzamide). RXN SMILES: [CH3:1][C:2]1[CH:17]=[C:16]([NH:18][C:19]2[C:20]3[CH:28]=[C:27]([N:29]4[CH2:34][CH2:33][O:32][CH2:31][CH2:30]4)[N:26]=[CH:25][C:21]=3[N:22]=[CH:23][N:24]=2)[CH:15]=[CH:14][C:3]=1[O:4][C:5]1[CH:13]=[CH:12][C:8]([C:9](O)=[O:10])=[CH:7][CH:6]=1.[C:35]([NH2:39])([CH3:38])([CH3:37])[CH3:36].C(NC(=O)C1C=CC=C(OC2C=CC(NC3C4C=C(N5CCCC5)N=CC=4N=CN=3)=CC=2C)C=1)(C)(C)C>>[C:35]([NH:39][C:9](=[O:10])[C:8]1[CH:7]=[CH:6][C:5]([O:4][C:3]2[CH:14]=[CH:15][C:16]([NH:18][C:19]3[C:20]4[CH:28]=[C:27]([N:29]5[CH2:30][CH2:31][O:32][CH2:33][CH2:34]5)[N:26]=[CH:25][C:21]=4[N:22]=[CH:23][N:24]=3)=[CH:17][C:2]=2[CH3:1])=[CH:13][CH:12]=1)([CH3:38])([CH3:37])[CH3:36]. Procedure details: The title compound was prepared from 4-[2-Methyl-4-(6-morpholin-4-yl-pyrido[3,4-d]pyrimidin-4-ylamino)-phenoxy]-benzoic acid and tert-butyl amine by a procedure analogous to the synthesis of N-tert-Butyl-3-[2-methyl-4-(6-pyrrolidin-1-yl-pyrido[3,4-d]pyrimidin-4-ylamino)-phenoxy]-benzamide. LRMS: 513.4 (MH+); 1H NMR (DMSO-d6, 400 MHz): δ 9.77 (s, 1H), δ 8.83 (s, 1H), δ 8.42 (s, 1H), δ 7.72-7.78 (m, 4H), δ 7.63 (s, 1H), δ 7.51 (s, 1H), δ 7.03 (d, J=9.14, 1H), δ 6.87 (d, J=8.72, 2H), δ 3.75-3.77 (m... Reactants: NC1=CC(=CC=C1O)C (2-amino-p-cresol), C(=O)O (formic acid), C(O)([O-])=O.[Na+] (sodium hydrogencarbonate). Solvent: C(C)(=O)OCC (ethyl acetate). Yields the product C(=O)NC1=C(C=CC(=C1)C)O (2-formylamino-4-methylphenol). Reaction SMILES: [NH2:1][C:2]1[C:7]([OH:8])=[CH:6][CH:5]=[C:4]([CH3:9])[CH:3]=1.[CH:10](O)=[O:11].C(=O)([O-])O.[Na+]>C(OCC)(=O)C>[CH:10]([NH:1][C:2]1[CH:3]=[C:4]([CH3:9])[CH:5]=[CH:6][C:7]=1[OH:8])=[O:11] |f:2.3|. Reported procedure: To 2-amino-p-cresol (8.01 g, 65 mmol) was added formic acid (5.98 g, 130 mmol) and the mixture was refluxed for 1 hour. The reaction mixture was allowed to stand for cooling. After the addition of ethyl acetate, the mixture was poured into ice-cold water. The aqueous layer was neutralized with a saturated aqueous solution of sodium hydrogencarbonate and extracted with ethyl acetate. The organic layer was washed with a saturated aqueous solution of sodium hydrogencarbonate and saturated brine, dr... The reactants are BrC=1C=NC=C(C1)C1=CSC=C1 (3-bromo-5-thiophen-3-yl-pyridine), C(C)(C)(C)OC(=O)N1C=C(C2=CC=CC=C12)B(O)O (1-(t-butyloxycarbonyl)-3-indoleboronic acid), C(=O)([O-])[O-].[Na+].[Na+] (Na2CO3). Reagents/catalysts: C=1C=CC(=CC1)[P](C=2C=CC=CC2)(C=3C=CC=CC3)[Pd]([P](C=4C=CC=CC4)(C=5C=CC=CC5)C=6C=CC=CC6)([P](C=7C=CC=CC7)(C=8C=CC=CC8)C=9C=CC=CC9)[P](C=1C=CC=CC1)(C=1C=CC=CC1)C=1C=CC=CC1 (Pd(PPh3)4). Run in O1CCOCC1 (dioxane). Yields the product S1C=C(C=C1)C=1C=C(C=NC1)C1=CN(C2=CC=CC=C12)C(=O)OC(C)(C)C (3-(5-thiophen-3-yl-pyridin-3-yl)-1-(t-butyloxycarbonyl)-indole). As a reaction SMILES: Br[C:2]1[CH:3]=[N:4][CH:5]=[C:6]([C:8]2[CH:12]=[CH:11][S:10][CH:9]=2)[CH:7]=1.[C:13]([O:17][C:18]([N:20]1[C:28]2[C:23](=[CH:24][CH:25]=[CH:26][CH:27]=2)[C:22](B(O)O)=[CH:21]1)=[O:19])([CH3:16])([CH3:15])[CH3:14].C([O-])([O-])=O.[Na+].[Na+]>O1CCOCC1.C1C=CC([P]([Pd]([P](C2C=CC=CC=2)(C2C=CC=CC=2)C2C=CC=CC=2)([P](C2C=CC=CC=2)(C2C=CC=CC=2)C2C=CC=CC=2)[P](C2C=CC=CC=2)(C2C=CC=CC=2)C2C=CC=CC=2)(C2C=CC=CC=2)C2C=CC=CC=2)=CC=1>[S:10]1[CH:11]=[CH:12][C:8]([C:6]2[CH:7]=[C:2]([C:22]3[C:23]4[C:28](=[CH:27][CH:26]=[CH:25][CH:24]=4)[N:20]([C:18]([O:17][C:13]([CH3:16])([CH3:15])[CH3:14])=[O:19])[CH:21]=3)[CH:3]=[N:4][CH:5]=2)=[CH:9]1 |f:2.3.4,^1:47,49,68,87|. Reported procedure: A deoxygenated solution of 3-bromo-5-thiophen-3-yl-pyridine (2.50 g, 10.4 mmol, 1 equiv), 1-(t-butyloxycarbonyl)-3-indoleboronic acid (4.073 g, 15.6 mmol, 1.50 equiv), Pd(PPh3)4 (601 mg, 0.520 mmol, 0.0500 equiv), and 2.0 M Na2CO3 (10.4 mL, 20.8 mmol, 2.00 equiv) in dioxane (120 ml) was heated under argon at reflux for 20 h. The reaction mixture was allowed to cool, then partitioned between water (500 mL) and ethyl acetate (3×150 mL). The combined organic layers were washed sequentially with wat... Reactants: N1=CC(=C(C=C1)N)N (pyridine-3,4-diamine), C(=S)=S (carbon disulfide), [Cl-].[Cl-].[Ca+2] (CaCl2). Run in CCO (EtOH). Product: N1C(=NC=2C=NC=CC21)S (1H-imidazo[4,5-c]pyridine-2-thiol). Reaction SMILES: [N:1]1[CH:6]=[CH:5][C:4]([NH2:7])=[C:3]([NH2:8])[CH:2]=1.[C:9](=S)=[S:10].[Cl-].[Cl-].[Ca+2]>CCO>[NH:7]1[C:4]2[CH:5]=[CH:6][N:1]=[CH:2][C:3]=2[N:8]=[C:9]1[SH:10] |f:2.3.4|. Procedure: To a solution of pyridine-3,4-diamine (5 g) in EtOH (80 mL) was added carbon disulfide (10 mL) at room temperature. The mixture was stirred at 40° C. under a dry atmosphere (CaCl2 tube) for 10 h. The mixture was cooled to room temperature. The resulting white solid was collected by filtration and washed with ether to give 1H-imidazo[4,5-c]pyridine-2-thiol (6.1 g) as a white solid. Starting materials: C1CCOC1, COC(=O)C(=Cc1sc(C)nc1C)NC(=O)c1c(C)cc(C(=O)NCc2cccc(O[Si](C)(C)C(C)(C)C)c2)cc1C, CCCC[N+](CCCC)(CCCC)CCCC, CCOC(C)=O, [F-]. The product is COC(=O)C(=Cc1sc(C)nc1C)NC(=O)c1c(C)cc(C(=O)NCc2cccc(O)c2)cc1C. As a reaction SMILES: [CH2:61]1[O:62][CH2:63][CH2:64][CH2:65]1.[CH3:1][O:2][C:3]([C:4](=[CH:5][c:6]1[c:7]([CH3:12])[n:8][c:9]([CH3:11])[s:10]1)[NH:13][C:14]([c:15]1[c:16]([CH3:40])[cH:17][c:18]([C:22](=[O:23])[NH:24][CH2:25][c:26]2[cH:27][c:28]([O:32][Si:33]([C:34]([CH3:35])([CH3:36])[CH3:37])([CH3:38])[CH3:39])[cH:29][cH:30][cH:31]2)[cH:19][c:20]1[CH3:21])=[O:41])=[O:42].[CH3:44][CH2:45][CH2:46][CH2:47][N+:48]([CH2:49][CH2:50][CH2:51][CH3:52])([CH2:53][CH2:54][CH2:55][CH3:56])[CH2:57][CH2:58][CH2:59][CH3:60].[CH3:66][CH2:67][O:68][C:69](=[O:70])[CH3:71].[F-:43]>>[CH3:1][O:2][C:3]([C:4](=[CH:5][c:6]1[c:7]([CH3:12])[n:8][c:9]([CH3:11])[s:10]1)[NH:13][C:14]([c:15]1[c:16]([CH3:40])[cH:17][c:18]([C:22](=[O:23])[NH:24][CH2:25][c:26]2[cH:27][c:28]([OH:32])[cH:29][cH:30][cH:31]2)[cH:19][c:20]1[CH3:21])=[O:41])=[O:42]. The reactants are C1=C(c2ccccc2N2CCNCC2)CCCCCC1, CC(=O)O[BH-](OC(C)=O)OC(C)=O, CC(=O)O, CCOC(C)=O, CCCC=O, [Na+], [Na+], C1CCOC1, O=C([O-])O. Product: CCCCN1CCN(c2ccccc2C2=CCCCCCC2)CC1. Reaction SMILES: [C:1]1([c:9]2[c:10]([N:15]3[CH2:16][CH2:17][NH:18][CH2:19][CH2:20]3)[cH:11][cH:12][cH:13][cH:14]2)=[CH:2][CH2:3][CH2:4][CH2:5][CH2:6][CH2:7][CH2:8]1.[C:26]([O:27][BH-:28]([O:29][C:30](=[O:31])[CH3:32])[O:33][C:34](=[O:35])[CH3:36])(=[O:37])[CH3:38].[CH3:40][C:41](=[O:42])[OH:43].[CH3:54][CH2:55][O:56][C:57](=[O:58])[CH3:59].[CH:21]([CH2:22][CH2:23][CH3:24])=[O:25].[Na+:39].[Na+:44].[O:49]1[CH2:50][CH2:51][CH2:52][CH2:53]1.[OH:45][C:46](=[O:47])[O-:48]>>[C:1]1([c:9]2[c:10]([N:15]3[CH2:16][CH2:17][N:18]([CH2:21][CH2:22][CH2:23][CH3:24])[CH2:19][CH2:20]3)[cH:11][cH:12][cH:13][cH:14]2)=[CH:2][CH2:3][CH2:4][CH2:5][CH2:6][CH2:7][CH2:8]1.